This data is from the Open Reaction Database (ORD), a public repository of structured organic reaction records. The task is: describe an organic reaction: reactants, conditions, products, and yield Starting materials: 1-l, C(OC1=CC=CC=C1)(OC1=CC=CC=C1)=O (diphenyl carbonate), OC1=CC=C(C=C1)C(C)(C)C1=CC=C(C=C1)O (bisphenol A). Conditions: temperature 180 celsius, time 7.5 minute. Product: CC(C)(C1=CC=C(C=C1)O)C2=CC=C(C=C2)O.C(=O)(O)O (bisphenol A polycarbonate). Reaction SMILES: [C:1](=[O:16])([O:9]C1C=CC=CC=1)[O:2]C1C=CC=CC=1.[OH:17][C:18]1[CH:23]=[CH:22][C:21]([C:24]([C:27]2[CH:32]=[CH:31][C:30]([OH:33])=[CH:29][CH:28]=2)([CH3:26])[CH3:25])=[CH:20][CH:19]=1>>[CH3:26][C:24]([C:21]1[CH:22]=[CH:23][C:18]([OH:17])=[CH:19][CH:20]=1)([C:27]1[CH:28]=[CH:29][C:30]([OH:33])=[CH:31][CH:32]=1)[CH3:25].[C:1]([OH:16])([OH:9])=[O:2] |f:2.3|. Procedure details: A 1-l glass melt polymerization reactor was passivated by acid washing, rinsing with deionized water and overnight drying at 70° C. it was charged with 130.4 g (608.6 mmol) of diphenyl carbonate and 120 g (525.6 mmol) of bisphenol A. A solid nickel stirrer was suspended in the mixture and the reactor was purged with nitrogen and heated to 180° C., whereupon the reaction mixture melted. Upon complete melting, it was allowed to equilibrate for 5-10 minutes, with stirring. There were then added, wi... The reactants are CN1CCCC1=O, COC(=O)c1ccc2c(c1)nc(Cl)c1ncncc12, Nc1cc(F)cc(F)c1, O. Yields the product COC(=O)c1ccc2c(c1)nc(Nc1cc(F)cc(F)c1)c1ncncc12. RXN SMILES: [CH3:30][N:31]1[CH2:32][CH2:33][CH2:34][C:35]1=[O:36].[Cl:1][c:2]1[n:3][c:4]2[cH:5][c:6]([C:16](=[O:17])[O:18][CH3:19])[cH:7][cH:8][c:9]2[c:10]2[c:11]1[n:12][cH:13][n:14][cH:15]2.[F:20][c:21]1[cH:22][c:23]([NH2:24])[cH:25][c:26]([F:28])[cH:27]1.[OH2:29]>>[c:2]1([NH:24][c:23]2[cH:22][c:21]([F:20])[cH:27][c:26]([F:28])[cH:25]2)[n:3][c:4]2[cH:5][c:6]([C:16](=[O:17])[O:18][CH3:19])[cH:7][cH:8][c:9]2[c:10]2[c:11]1[n:12][cH:13][n:14][cH:15]2. Starting materials: C(C)(C)(C)OC(=O)N1CC2=CC(=CC=C2C[C@H]1C(=O)O)O ((3S)-7-hydroxy-3,4-dihydro-1H-isoquinoline-2,3-dicarboxylic acid 2-tert-butyl ester), C(C1=CC=CC=C1)Br (benzyl bromide), crude product. Product: C(C)(C)(C)OC(=O)N1CC2=CC(=CC=C2CC1C(=O)O)OCC1=CC=CC=C1 (7-benzyloxy-3,4-dihydro-1H-isoq uinoline-2,3-dicarboxylic acid 2-tert-butyl ester). Isolated yield 19.2%. RXN SMILES: [C:1]([O:5][C:6]([N:8]1[C@H:17]([C:18]([OH:20])=[O:19])[CH2:16][C:15]2[C:10](=[CH:11][C:12]([OH:21])=[CH:13][CH:14]=2)[CH2:9]1)=[O:7])([CH3:4])([CH3:3])[CH3:2].[CH2:22](Br)[C:23]1[CH:28]=[CH:27][CH:26]=[CH:25][CH:24]=1>>[C:1]([O:5][C:6]([N:8]1[CH:17]([C:18]([OH:20])=[O:19])[CH2:16][C:15]2[C:10](=[CH:11][C:12]([O:21][CH2:22][C:23]3[CH:28]=[CH:27][CH:26]=[CH:25][CH:24]=3)=[CH:13][CH:14]=2)[CH2:9]1)=[O:7])([CH3:4])([CH3:2])[CH3:3]. Procedure: 2.0 g, (6.8 mmol) of (3S)-7-hydroxy-3,4-dihydro-1H-isoquinoline-2,3-dicarboxylic acid 2-tert-butyl ester was reacted with 2.56 g (15.0 mmol) of benzyl bromide as described in general procedure H. The resulting crude product was subjected to hydrolysis as described in general procedure C. The crude product was purified by column chromatography using 1:1 ethyl acetate and hexane as eluent to afford 0.5 g of 7-benzyloxy-3,4-dihydro-1H-isoq uinoline-2,3-dicarboxylic acid 2-tert-butyl ester. Run at temperature 0 celsius. The product is Cl.Cl.NC1=CC=C(C=C1)CCCN1CC2CCC3=C(C2C1)C=CC(=C3OC)OC (2-[3-(4-Aminophenyl)-propyl]-2,3,3a,4,5,9b-hexahydro-6,7-dimethoxy-1H-benz[e]isoindole dihydrochloride). Reactants: B.C1CCOC1 (BH3.THF), NC1=CC=C(C=C1)CCC(=O)N1CC2CCC3=C(C2C1)C=CC(=C3OC)OC (2-[3-(4-Aminophenyl)-propanoyl]-2,3,3a,4,5,9b-hexahydro-6,7-dimethoxy-1H-benz[e]isoindole), Cl (HCl). Solvent: C1CCOC1 (THF). Procedure details: A suspension of the compound of example 15 (2.6 g, 6.8 mmole) in 35 mL dry THF was stirred under N2 at room temperature as BH3.THF (1M solution, 26.7 mL) was added. The reaction mixture was stirred at reflux for 21/2 hrs. After cooling to 0° C., 30 mL methanolic HCl was added. The reaction mixture was stirred at reflux for 6 hours and at room temperature for 18 hours. The solution was evaporated (in vacuo) to dryness and water was added. After two neutral Et2O extracts, the aqueous layers were b... The yield is 57.0%. RXN SMILES: [NH2:1][C:2]1[CH:7]=[CH:6][C:5]([CH2:8][CH2:9][C:10]([N:12]2[CH2:20][CH:19]3[CH:14]([CH2:15][CH2:16][C:17]4[C:24]([O:25][CH3:26])=[C:23]([O:27][CH3:28])[CH:22]=[CH:21][C:18]=43)[CH2:13]2)=O)=[CH:4][CH:3]=1.B.C1COCC1.[ClH:35]>C1COCC1>[ClH:35].[ClH:35].[NH2:1][C:2]1[CH:7]=[CH:6][C:5]([CH2:8][CH2:9][CH2:10][N:12]2[CH2:20][CH:19]3[CH:14]([CH2:15][CH2:16][C:17]4[C:24]([O:25][CH3:26])=[C:23]([O:27][CH3:28])[CH:22]=[CH:21][C:18]=43)[CH2:13]2)=[CH:4][CH:3]=1 |f:1.2,5.6.7|. Starting materials: O (water), CC=1C=C(C=CC1C)CC(C)NC(C)=O (rac. 1-(3,4-dimethylphenyl)-2-acetamidopropane), ClC(C(Cl)Cl)Cl (1,1,2,2-tetrachlorethane), Cl (hydrogen chloride), C=O (formaldehyde). Run at time 8 hour. The product is CC=1C=C(C(=CC1C)CCl)CC(C)NC(C)=O (1-(3,4-Dimethyl-6-chlormethylphenyl)-2-acetamidopropane). Reaction SMILES: [CH3:1][C:2]1[CH:3]=[C:4]([CH2:9][CH:10]([NH:12][C:13](=[O:15])[CH3:14])[CH3:11])[CH:5]=[CH:6][C:7]=1[CH3:8].C=O.Cl.O.[Cl:20][CH:21](Cl)C(Cl)Cl>>[CH3:1][C:2]1[CH:3]=[C:4]([CH2:9][CH:10]([NH:12][C:13](=[O:15])[CH3:14])[CH3:11])[C:5]([CH2:21][Cl:20])=[CH:6][C:7]=1[CH3:8]. Procedure details: 4.1 g of rac. 1-(3,4-dimethylphenyl)-2-acetamidopropane was dissolved in 40 ml of 1,1,2,2-tetrachlorethane in a 100-ml RB flask provided with a stirrer, thermometer, condenser, and gas inlet tube. Twelve ml of 37% formaldehyde was added, and a stream of hydrogen chloride passed into the stirred mixture as the temperature rose to 50°, where it was maintained for 5 hrs. At this point, the mixture remained overnight at room temperature. The reaction mixture was poured into water, the organic phase ...